From a dataset of the Open Reaction Database (ORD), a public repository of structured organic reaction records. describe an organic reaction: reactants, conditions, products, and yield The reactants are CN(C1CN(CCC1)C(=O)C=1C=C2C=C(N(C2=CC1)C(C)C)C(=O)O)C (5-(3-dimethylamino-piperidine-1-carbonyl)-1-isopropyl-1H-indole-2-carboxylic acid), N1CCOCC1 (morpholine), Cl.C(C)N=C=NCCCN(C)C (1-ethyl-3-(3-dimethylaminopropyl)-carbodiimide hydrochloride). Product: CN(C1CN(CCC1)C(=O)C=1C=C2C=C(N(C2=CC1)C(C)C)C(=O)N1CCOCC1)C ([5-(3-Dimethylamino-piperidine-1-carbonyl)-1-isopropyl-1H-indol-2-yl]-morpholin-4-yl-methanone), product. Yield: 42.0%. Reaction SMILES: [CH3:1][N:2]([CH3:26])[CH:3]1[CH2:8][CH2:7][CH2:6][N:5]([C:9]([C:11]2[CH:12]=[C:13]3[C:17](=[CH:18][CH:19]=2)[N:16]([CH:20]([CH3:22])[CH3:21])[C:15]([C:23]([OH:25])=O)=[CH:14]3)=[O:10])[CH2:4]1.[NH:27]1[CH2:32][CH2:31][O:30][CH2:29][CH2:28]1.Cl.C(N=C=NCCCN(C)C)C>>[CH3:1][N:2]([CH3:26])[CH:3]1[CH2:8][CH2:7][CH2:6][N:5]([C:9]([C:11]2[CH:12]=[C:13]3[C:17](=[CH:18][CH:19]=2)[N:16]([CH:20]([CH3:22])[CH3:21])[C:15]([C:23]([N:27]2[CH2:32][CH2:31][O:30][CH2:29][CH2:28]2)=[O:25])=[CH:14]3)=[O:10])[CH2:4]1 |f:2.3|. Reported procedure: The title compound was synthesized in analogy to Example 1, from 5-(3-dimethylamino-piperidine-1-carbonyl)-1-isopropyl-1H-indole-2-carboxylic acid, morpholine and 1-ethyl-3-(3-dimethylaminopropyl)-carbodiimide hydrochloride, to afford the product as a colorless foam (42%). The reactants are C1(=CC=CC=C1)C(C(CCO)C1=CC=CC=C1)(O)C1=CC=C(C=C1)OCCN(C)C ((RS, SR)-1,2-diphenyl-1-[4-[2-(N,N-dimethylamino)ethoxy]phenyl]butane-1,4-diol), C(C)(=O)OC(C)=O (acetic acid anhydride), OH. Conditions: temperature 90 celsius. The product is C(C)(=O)OCCC(C(O)(C1=CC=C(C=C1)OCCN(C)C)C1=CC=CC=C1)C1=CC=CC=C1 (4-acetoxy-1,2-diphenyl-1-[4-[2-(N,N-dimethylamino)ethoxy]phenyl]butan-1-ol). Reaction SMILES: [C:1]1([C:7]([C:19]2[CH:24]=[CH:23][C:22]([O:25][CH2:26][CH2:27][N:28]([CH3:30])[CH3:29])=[CH:21][CH:20]=2)([OH:18])[CH:8]([C:12]2[CH:17]=[CH:16][CH:15]=[CH:14][CH:13]=2)[CH2:9][CH2:10][OH:11])[CH:6]=[CH:5][CH:4]=[CH:3][CH:2]=1.[C:31](OC(=O)C)(=[O:33])[CH3:32]>>[C:31]([O:11][CH2:10][CH2:9][CH:8]([C:12]1[CH:17]=[CH:16][CH:15]=[CH:14][CH:13]=1)[C:7]([C:1]1[CH:2]=[CH:3][CH:4]=[CH:5][CH:6]=1)([C:19]1[CH:20]=[CH:21][C:22]([O:25][CH2:26][CH2:27][N:28]([CH3:30])[CH3:29])=[CH:23][CH:24]=1)[OH:18])(=[O:33])[CH3:32]. Procedure details: The reaction is performed under dry conditions. 40.5 g of either (RR, SS)- or (RS, SR)-1,2-diphenyl-1-[4-[2-(N,N-dimethylamino)ethoxy]phenyl]butane-1,4-diol and 150 ml of acetic acid anhydride are placed in a flask. The temperature is raised to 90° C., where it is kept until the primary OH-group is completely acetylated. [4-acetoxy-1,2-diphenyl-1-[4-[2-(N,N-dimethylamino)ethoxy]phenyl]butan-1-ol is obtained as intermediate; m.p. of the (RR, SS)-isomer pair is 97°-9° C⟧ While stirring the reactio... Reactants: O=C([O-])[O-], CC(C)(C)OC(=O)N1CCNCC1, O=C(CBr)c1cc(Cl)c(OCc2ccccc2)cc1OCc1ccccc1, CN(C)C=O, [Cs+], [Cs+]. Yields the product CC(C)(C)OC(=O)N1CCN(CC(=O)c2cc(Cl)c(OCc3ccccc3)cc2OCc2ccccc2)CC1. RXN SMILES: [C:1](=[O:2])([O-:3])[O-:4].[C:34]([CH3:35])([CH3:36])([CH3:37])[O:38][C:39](=[O:40])[N:41]1[CH2:42][CH2:43][NH:44][CH2:45][CH2:46]1.[CH2:7]([c:8]1[cH:9][cH:10][cH:11][cH:12][cH:13]1)[O:14][c:15]1[c:16]([C:30]([CH2:31][Br:32])=[O:33])[cH:17][c:18]([Cl:29])[c:19]([O:21][CH2:22][c:23]2[cH:24][cH:25][cH:26][cH:27][cH:28]2)[cH:20]1.[CH3:47][N:48]([CH3:49])[CH:50]=[O:51].[Cs+:5].[Cs+:6]>>[CH2:7]([c:8]1[cH:9][cH:10][cH:11][cH:12][cH:13]1)[O:14][c:15]1[c:16]([C:30]([CH2:31][N:44]2[CH2:43][CH2:42][N:41]([C:39]([O:38][C:34]([CH3:35])([CH3:36])[CH3:37])=[O:40])[CH2:46][CH2:45]2)=[O:33])[cH:17][c:18]([Cl:29])[c:19]([O:21][CH2:22][c:23]2[cH:24][cH:25][cH:26][cH:27][cH:28]2)[cH:20]1.